Dataset: the Open Reaction Database (ORD), a public repository of structured organic reaction records. Task: describe an organic reaction: reactants, conditions, products, and yield Reactants: C(C1=CC=CC=C1)OC(=O)N1CCN(CC1)C1=C(C=CC(=C1)C)[N+](=O)[O-] (4-(5-Methyl-2-nitro-phenyl)-piperazine-1-carboxylic acid benzyl ester), Cl[Sn]Cl.O (SnCl2.H2O). Run in C(C)O (ethanol). The product is C(C1=CC=CC=C1)OC(=O)N1CCN(CC1)C1=C(C=CC(=C1)C)N (4-(2-amino-5-methyl-phenyl)-piperazine-1-carboxylic acid benzyl ester). Isolated yield 92.4%. As a reaction SMILES: [CH2:1]([O:8][C:9]([N:11]1[CH2:16][CH2:15][N:14]([C:17]2[CH:22]=[C:21]([CH3:23])[CH:20]=[CH:19][C:18]=2[N+:24]([O-])=O)[CH2:13][CH2:12]1)=[O:10])[C:2]1[CH:7]=[CH:6][CH:5]=[CH:4][CH:3]=1.Cl[Sn]Cl.O>C(O)C>[CH2:1]([O:8][C:9]([N:11]1[CH2:12][CH2:13][N:14]([C:17]2[CH:22]=[C:21]([CH3:23])[CH:20]=[CH:19][C:18]=2[NH2:24])[CH2:15][CH2:16]1)=[O:10])[C:2]1[CH:7]=[CH:6][CH:5]=[CH:4][CH:3]=1 |f:1.2|. Procedure details: 4-(5-Methyl-2-nitro-phenyl)-piperazine-1-carboxylic acid benzyl ester (5.60 g; 15.7 mmol) and SnCl2.H2O (17.5 g; 77.6 mmol) were refluxed in 100 mL ethanol for 2½ hours. Ethanol was removed in vacuo. The residue was poured into 300 mL saturated NaHCO3. The mixture was extracted with ethyl acetate (2×250 mL). The organic phase was washed with brine (2×100 mL), dried with MgSO4, filtered through a pad of silica and concentrated in vacuo to give 4.71 g (14.5 mmol; 91.6%) 4-(2-amino-5-methyl-phenyl)... Starting materials: COc1ccnc2ccc(Br)cc12, [Li]CCCC, C1CCOC1, CN(C)C=O, CC#N, [Cl-], [NH4+]. The product is COc1ccnc2ccc(C=O)cc12. Reaction SMILES: [Br:1][c:2]1[cH:3][c:4]2[c:5]([O:12][CH3:13])[cH:6][cH:7][n:8][c:9]2[cH:10][cH:11]1.[CH2:14]([Li:15])[CH2:16][CH2:17][CH3:18].[CH2:24]1[O:25][CH2:26][CH2:27][CH2:28]1.[CH3:19][N:20]([CH:21]=[O:22])[CH3:23].[CH3:31][C:32]#[N:33].[Cl-:29].[NH4+:30]>>[c:2]1([CH:21]=[O:22])[cH:3][c:4]2[c:5]([O:12][CH3:13])[cH:6][cH:7][n:8][c:9]2[cH:10][cH:11]1. Starting materials: CCOC(C)=O, COC(=O)C1(CCCNCc2ccccc2)CCCN1C(=O)OC(C)(C)C, ClC(Cl)Cl, Cl. Yields the product COC(=O)C1(CCCNCc2ccccc2)CCCN1. As a reaction SMILES: [C:28]([O:29][CH2:30][CH3:31])(=[O:32])[CH3:33].[CH3:1][O:2][C:3](=[O:4])[C:5]1([CH2:17][CH2:18][CH2:19][NH:20][CH2:21][c:22]2[cH:23][cH:24][cH:25][cH:26][cH:27]2)[N:6]([C:10]([O:11][C:12]([CH3:13])([CH3:14])[CH3:15])=[O:16])[CH2:7][CH2:8][CH2:9]1.[CH:35]([Cl:36])([Cl:37])[Cl:38].[ClH:34]>>[CH3:1][O:2][C:3](=[O:4])[C:5]1([CH2:17][CH2:18][CH2:19][NH:20][CH2:21][c:22]2[cH:23][cH:24][cH:25][cH:26][cH:27]2)[NH:6][CH2:7][CH2:8][CH2:9]1. Reactants: COC1=CC=CC2=C1CCCC(N2)=O (6-methoxy-2,3,4,5-tetra-hydro-1H-1-benzazepin-2-one), [Cl-].[NH+]1=CC=CC=C1 (pyridinium chloride), OS(=O)(=O)O (H2SO4). Run in O (water). The product is OC1=CC=CC2=C1CCCC(N2)=O (6-hydroxy-2,3,4,5-tetrahydro-1H-1-benzazepin-2-one). Isolated yield 45.1%. Reaction SMILES: C[O:2][C:3]1[C:8]2[CH2:9][CH2:10][CH2:11][C:12](=[O:14])[NH:13][C:7]=2[CH:6]=[CH:5][CH:4]=1.[Cl-].[NH+]1C=CC=CC=1.OS(O)(=O)=O>O>[OH:2][C:3]1[C:8]2[CH2:9][CH2:10][CH2:11][C:12](=[O:14])[NH:13][C:7]=2[CH:6]=[CH:5][CH:4]=1 |f:1.2|. Procedure details: 3.8 g (0.02 mole) of 6-methoxy-2,3,4,5-tetra-hydro-1H-1-benzazepin-2-one and 10 g of pyridinium chloride are heated for 2 hours at 200°-220° C. The melt is cooled and poured into water, and the mixture is acidified with 2 N H2SO4 and extracted repeatedly with ether. The combined organic phases are dried and concentrated and the residue is recrystallized from an acetone/cyclohexane/ethyl acetate mixture in the presence of animal charcoal. 1.6 g of 6-hydroxy-2,3,4,5-tetrahydro-1H-1-benzazepin-2-on... Yields the product C(C)(C)(C)OC(CNCCCSC)=O (N-(3-methylthiopropyl)glycine t-butyl ester). As a reaction SMILES: [CH3:1][S:2][CH2:3][CH2:4][CH2:5][NH2:6].C(=O)(O)[O-].[Na+].[C:12]([O:15][C:16]([CH3:20])([CH3:19])[CH2:17]Br)(=[O:14])[CH3:13]>C(O)C>[C:16]([O:15][C:12](=[O:14])[CH2:13][NH:6][CH2:5][CH2:4][CH2:3][S:2][CH3:1])([CH3:20])([CH3:19])[CH3:17] |f:1.2|. Yield: 116.9%. Starting materials: CSCCCN (3-methylthiopropylamine), C([O-])(O)=O.[Na+] (sodium bicarbonate), C(C)(=O)OC(CBr)(C)C (bromo-t-butyl acetate). The solvent is C(C)O (ethanol). Procedure: To a mixture of 3-methylthiopropylamine (30.0 g, 0.285 mol) and sodium bicarbonate (12.0 g, 0.142 mol) in 250 ml of ethanol was added dropwise bromo-t-butyl acetate (27.8 g, 0.142 mol). After 5 hours the ethanol was removed on a rotary evaporator and the residue partitioned between water and chloroform. The chloroform layer was dried, filtered and concentrated to give 36.4 g of crude N-(3-methylthiopropyl)glycine t-butyl ester as an oil.